Dataset: the Open Reaction Database (ORD), a public repository of structured organic reaction records. Task: describe an organic reaction: reactants, conditions, products, and yield Starting materials: C(CCC)S(=O)(=O)[N-][Si](C)(C)C (N-butanesulfonyl-N-trimethylsilylamide), C(C)(C)(C)OC(=O)N[C@@H](CC1=CNC2=CC=CC=C12)C(=O)F (t-butoxycarbonyltryptophan fluoride), CN(C)C1=NC=CC=C1 (dimethylaminopyridine). The solvent is O1CCCC1 (tetrahydrofuran), C(CC(O)(C(=O)O)CC(=O)O)(=O)O (citric acid). Yields the product C(CCC)S(=O)(=O)NC([C@@H](NC(=O)OC(C)(C)C)CC1=CNC2=CC=CC=C12)=O (N-butanesulfonyl-(t-butoxycarbonyl)tryptophanamide). RXN SMILES: [CH2:1]([S:5]([N-:8][Si](C)(C)C)(=[O:7])=[O:6])[CH2:2][CH2:3][CH3:4].[C:13]([O:17][C:18]([NH:20][C@H:21]([C:32](F)=[O:33])[CH2:22][C:23]1[C:31]2[C:26](=[CH:27][CH:28]=[CH:29][CH:30]=2)[NH:25][CH:24]=1)=[O:19])([CH3:16])([CH3:15])[CH3:14].CN(C1C=CC=CN=1)C>O1CCCC1.C(O)(=O)CC(CC(O)=O)(C(O)=O)O>[CH2:1]([S:5]([NH:8][C:32](=[O:33])[C@H:21]([CH2:22][C:23]1[C:31]2[C:26](=[CH:27][CH:28]=[CH:29][CH:30]=2)[NH:25][CH:24]=1)[NH:20][C:18]([O:17][C:13]([CH3:16])([CH3:14])[CH3:15])=[O:19])(=[O:7])=[O:6])[CH2:2][CH2:3][CH3:4]. Reported procedure: A solution of N-butanesulfonyl-N-trimethylsilylamide (0.75 g, 3.6 mmol), t-butoxycarbonyltryptophan fluoride (0.92 g, 3.01 mmol), and dimethylaminopyridine (37 mg, 0.3 mmol) in tetrahydrofuran (10 ml) is stirred at room temperature for 2 hours. The mixture is diluted with 10% citric acid and extracted with ethyl acetate. The organic layer is washed with water and brine, dried over magnesium sulfate, and concentrated in vacuo. The crude material is chromatographed on silica gel with ethyl acetate... The reactants are N1=C(C=CC=C1)NCC1(CCOCC1)C1=CC=C(C=C1)O (4-{4-[(pyridin-2-ylamino)methyl]tetrahydro-2H-pyran-4-yl}phenol), BrCCCCCl (1-bromo-4-chlorobutane), C([O-])([O-])=O.[K+].[K+] (potassium carbonate). Run in CN(C)C=O (DMF). The product is ClCCCCOC1=CC=C(C=C1)C1(CCOCC1)CNC1=NC=CC=C1 (N-({4-[4-(4-chlorobutoxy)phenyl]tetrahydro-2H-pyran-4-yl}methyl)pyridin-2-amine). The yield is 63.3%. Reaction SMILES: [N:1]1[CH:6]=[CH:5][CH:4]=[CH:3][C:2]=1[NH:7][CH2:8][C:9]1([C:15]2[CH:20]=[CH:19][C:18]([OH:21])=[CH:17][CH:16]=2)[CH2:14][CH2:13][O:12][CH2:11][CH2:10]1.Br[CH2:23][CH2:24][CH2:25][CH2:26][Cl:27].C(=O)([O-])[O-].[K+].[K+]>CN(C=O)C>[Cl:27][CH2:26][CH2:25][CH2:24][CH2:23][O:21][C:18]1[CH:19]=[CH:20][C:15]([C:9]2([CH2:8][NH:7][C:2]3[CH:3]=[CH:4][CH:5]=[CH:6][N:1]=3)[CH2:10][CH2:11][O:12][CH2:13][CH2:14]2)=[CH:16][CH:17]=1 |f:2.3.4|. Procedure: 4-{4-[(pyridin-2-ylamino)methyl]tetrahydro-2H-pyran-4-yl}phenol (220 mg, 0.775 mmol), 1-bromo-4-chlorobutane (146 mg, 0.852 mmol) and potassium carbonate (118 mg, 0.852 mmol) were stirred in DMF (1 ml) at 60° C. for 24 hours until complete. Reaction was partitioned between ethyl acetate (50 ml) and water (75 ml). The organic layer was separated and washed further with water (2×30 ml), then dried over sodium sulphate, filtered and concentrated in vacuo. The crude compound was purified by flash ch...